Dataset: the Open Reaction Database (ORD), a public repository of structured organic reaction records. Task: describe an organic reaction: reactants, conditions, products, and yield Starting materials: [BH4-], CC(=O)c1ccc(C#N)cc1, C1CCOC1, CO, [Na+]. RXN SMILES: [BH4-:14].[C:1]([CH3:2])(=[O:3])[c:4]1[cH:5][cH:6][c:7]([C:8]#[N:9])[cH:10][cH:11]1.[CH2:16]1[O:17][CH2:18][CH2:19][CH2:20]1.[CH3:12][OH:13].[Na+:15]>>[CH:1]([CH3:2])([OH:3])[c:4]1[cH:5][cH:6][c:7]([C:8]#[N:9])[cH:10][cH:11]1. Yields the product CC(O)c1ccc(C#N)cc1. Reactants: C1(=CC=CC2=CC=CC=C12)O (1-naphthol), C1(=CC=C(C=C1)S(=O)(=O)OCCOCCOC)C (2-(2-methoxy-ethoxy)ethyl 4-toluenesulfonate), C([O-])([O-])=O.[K+].[K+] (potassium carbonate), O (water). The solvent is CS(=O)C (dimethyl sulfoxide), C1(=CC=CC=C1)C (toluene). Reaction conditions: temperature 80 celsius, time 3 hour. Product: COCCOCCOC1=CC=CC2=CC=CC=C12 (1-[2-(2-methoxyethoxy)ethoxy]naphthalene). The yield is 75.0%. Reaction SMILES: [C:1]1([OH:11])[C:10]2[C:5](=[CH:6][CH:7]=[CH:8][CH:9]=2)[CH:4]=[CH:3][CH:2]=1.C1(C)C=CC(S(O[CH2:22][CH2:23][O:24][CH2:25][CH2:26][O:27][CH3:28])(=O)=O)=CC=1.C(=O)([O-])[O-].[K+].[K+].O>CS(C)=O.C1(C)C=CC=CC=1>[CH3:28][O:27][CH2:26][CH2:25][O:24][CH2:23][CH2:22][O:11][C:1]1[C:10]2[C:5](=[CH:6][CH:7]=[CH:8][CH:9]=2)[CH:4]=[CH:3][CH:2]=1 |f:2.3.4|. Reported procedure: In 110 g of dimethyl sulfoxide were dispersed 21.6 g (0.15 mol) of 1-naphthol, 27.4 g (0.1 mol) of 2-(2-methoxy-ethoxy)ethyl 4-toluenesulfonate, and 20.7 g (0.15 mol) of potassium carbonate. The dispersion was heated and stirred at 80° C. for 3 hours. After cooling, the solution was combined with 200 g of water and 200 g of toluene, from which an organic layer was separated. It was washed 2 times with 50 g of water, 5 times with 2.5 wt % sodium hydroxide aqueous solution and then 4 times with 10... Reactants: C(C)OC(=O)C=1NN=C(C1I)CCC (4-Iodo-5-propyl-2H-pyrazole-3-carboxylic acid ethyl ester), [Cu](C#N)C#N (copper cyanide). The reagents and catalysts are [C-]#N.C(C)[N+](CC)(CC)CC (tetraethylammonium cyanide), C=1C=CC(=CC1)/C=C/C(=O)/C=C/C2=CC=CC=C2.C=1C=CC(=CC1)/C=C/C(=O)/C=C/C2=CC=CC=C2.C=1C=CC(=CC1)/C=C/C(=O)/C=C/C2=CC=CC=C2.[Pd].[Pd] (Tris(dibenzylideneacetone)dipalladium), C1(=CC=CC=C1)P([C-]1C=CC=C1)C1=CC=CC=C1.[C-]1(C=CC=C1)P(C1=CC=CC=C1)C1=CC=CC=C1.[Fe+2] (1,1′-bis-(diphenylphosphino) ferrocene). The solvent is CN(C)C=O (DMF). Run at temperature 120 celsius, time 5 hour. The product is C(C)OC(=O)C=1NN=C(C1C#N)CCC (4-Cyano-5-propyl-2H-pyrazole-3-carboxylic acid ethyl ester). RXN SMILES: [CH2:1]([O:3][C:4]([C:6]1[NH:7][N:8]=[C:9]([CH2:12][CH2:13][CH3:14])[C:10]=1I)=[O:5])[CH3:2].[Cu](C#N)[C:16]#[N:17]>[C-]#N.C([N+](CC)(CC)CC)C.CN(C=O)C.C1C=CC(/C=C/C(/C=C/C2C=CC=CC=2)=O)=CC=1.C1C=CC(/C=C/C(/C=C/C2C=CC=CC=2)=O)=CC=1.C1C=CC(/C=C/C(/C=C/C2C=CC=CC=2)=O)=CC=1.[Pd].[Pd].C1(P(C2C=CC=CC=2)[C-]2C=CC=C2)C=CC=CC=1.[C-]1(P(C2C=CC=CC=2)C2C=CC=CC=2)C=CC=C1.[Fe+2]>[CH2:1]([O:3][C:4]([C:6]1[NH:7][N:8]=[C:9]([CH2:12][CH2:13][CH3:14])[C:10]=1[C:16]#[N:17])=[O:5])[CH3:2] |f:2.3,5.6.7.8.9,10.11.12|. Procedure details: 1.5 g (4.9 mmol) of 4-Iodo-5-propyl-2H-pyrazole-3-carboxylic acid ethyl ester, 0.87 g (9.7 mmol) of copper cyanide and 404 mg (2.4 mmol) of tetraethylammonium cyanide were dissolved in 10 ml of DMF and 20 ml of tetrahydrofuran and the solution was degassed with argon. 223 mg (0.2 mmol) of Tris(dibenzylideneacetone)dipalladium (0) and 404 mg (0.7 mmol) of 1,1′-bis-(diphenylphosphino) ferrocene were added at RT. The reaction was stirred at 120° C. for 5 h. The solvent was removed under reduced pre... Reactants: ClCCl, Cc1cc(C)c(S(=O)(=O)ON)c(C)c1, Cc1cc(C)c(S(=O)(=O)Cl)c(C)c1, O=C(Nc1cnccn1)C1CC1. The product is Cc1cc(C)c(S(=O)(=O)[O-])c(C)c1, N[n+]1ccncc1NC(=O)C1CC1. As a reaction SMILES: [Cl:40][CH2:41][Cl:42].[c:13]1([CH3:26])[c:14]([S:21](=[O:22])(=[O:23])[O:24][NH2:25])[c:15]([CH3:20])[cH:16][c:17]([CH3:19])[cH:18]1.[c:27]1([CH3:28])[cH:29][c:30]([CH3:31])[cH:32][c:33]([CH3:34])[c:35]1[S:36]([Cl:37])(=[O:38])=[O:39].[n:1]1[c:2]([NH:7][C:8](=[O:9])[CH:10]2[CH2:11][CH2:12]2)[cH:3][n:4][cH:5][cH:6]1>>[c:13]1([CH3:26])[c:14]([S:21](=[O:22])(=[O:23])[O-:24])[c:15]([CH3:20])[cH:16][c:17]([CH3:19])[cH:18]1.[n+:1]1([NH2:25])[c:2]([NH:7][C:8](=[O:9])[CH:10]2[CH2:11][CH2:12]2)[cH:3][n:4][cH:5][cH:6]1. The reactants are ClC=1C=C(C(=NC1)OC1=C(C=CC=C1OC)F)[N+](=O)[O-] (5-chloro-2-(2-fluoro-6-methoxy-phenoxy)-3-nitro-pyridine). The reagents and catalysts are [Fe] (iron). Run in CC(=O)O (AcOH), CC(=O)O (AcOH), CCOC(=O)C (EtOAc). Run at temperature 80 celsius. Yields the product ClC=1C=C(C(=NC1)OC1=C(C=CC=C1OC)F)N (5-chloro-2-(2-fluoro-6-methoxy-phenoxy)-pyridin-3-ylamine). Reaction SMILES: [Cl:1][C:2]1[CH:3]=[C:4]([N+:18]([O-])=O)[C:5]([O:8][C:9]2[C:14]([O:15][CH3:16])=[CH:13][CH:12]=[CH:11][C:10]=2[F:17])=[N:6][CH:7]=1>CC(O)=O.CCOC(C)=O.[Fe]>[Cl:1][C:2]1[CH:3]=[C:4]([NH2:18])[C:5]([O:8][C:9]2[C:14]([O:15][CH3:16])=[CH:13][CH:12]=[CH:11][C:10]=2[F:17])=[N:6][CH:7]=1. Procedure details: AcOH (30 mL) and iron powder (5 g) were charged into a round bottom flask equipped with a magnetic stirring bar and warmed to 80° C. A solution of crude 5-chloro-2-(2-fluoro-6-methoxy-phenoxy)-3-nitro-pyridine in AcOH was added slowly into the mixture, keeping the temperature under 85° C. The reaction mixture was then cooled to room temperature, diluted with EtOAc, and filtered through a pad of Celite. The filtrate was concentrated under reduced pressure and the residue was partitioned between N...